From a dataset of the Open Reaction Database (ORD), a public repository of structured organic reaction records. describe an organic reaction: reactants, conditions, products, and yield Reactants: C(C)(C)N(C(CNC1=C(C=CC=C1)NC1=CC=CC=C1)=O)C1=CC=C(C=C1)OC (N-isopropyl-N-(4-methoxy-phenyl)-2-(2-phenylamino-phenylamino) acetamide), Intermediate 43, C(CC(=O)Cl)(=O)Cl (malonyl dichloride). Solvent: C1CCOC1 (THF), C1CCOC1 (THF), C1CCOC1 (THF). Run at time 20 hour. Product: O=C1CC(N(C2=C(N1CC(=O)N(C1=CC=C(C=C1)OC)C(C)C)C=CC=C2)C2=CC=CC=C2)=O (2-(2,4-Dioxo-5-phenyl-2,3,4,5-tetrahydro-benzo[b][1,4]diazepin-1-yl)-N-isopropyl-N-(4-methoxy-phenyl) acetamide). Isolated yield 80.0%. Reaction SMILES: [CH:1]([N:4]([C:22]1[CH:27]=[CH:26][C:25]([O:28][CH3:29])=[CH:24][CH:23]=1)[C:5](=[O:21])[CH2:6][NH:7][C:8]1[CH:13]=[CH:12][CH:11]=[CH:10][C:9]=1[NH:14][C:15]1[CH:20]=[CH:19][CH:18]=[CH:17][CH:16]=1)([CH3:3])[CH3:2].[C:30](Cl)(=[O:35])[CH2:31][C:32](Cl)=[O:33]>C1COCC1>[O:33]=[C:32]1[N:7]([CH2:6][C:5]([N:4]([CH:1]([CH3:3])[CH3:2])[C:22]2[CH:27]=[CH:26][C:25]([O:28][CH3:29])=[CH:24][CH:23]=2)=[O:21])[C:8]2[CH:13]=[CH:12][CH:11]=[CH:10][C:9]=2[N:14]([C:15]2[CH:20]=[CH:19][CH:18]=[CH:17][CH:16]=2)[C:30](=[O:35])[CH2:31]1. Reported procedure: To 100 mL of THF at 0° C. is added dropwise over 20 min simultaneously a solution of 8.0 g (20.5 mmol) of N-isopropyl-N-(4-methoxy-phenyl)-2-(2-phenylamino-phenylamino) acetamide, prepared as in Intermediate 43, in 100 mL of THF and 2.40 mL (24.6 mmol, 1.2 equiv) of malonyl dichloride in 100 mL of THF. The resulting solution is stirred at RT for 20 h and the solvent removed in vacuo. Purification of the resulting brown oil by silica gel flash column chromatography afforded 7.5 g of the title com... Starting materials: Br.CC=1N(C=C(C1)C=1N=C(SC1)NC(=N)N)S(=O)(=O)C1=CC=CC=C1 (N-[4-(2-methyl-1-phenylsulfonylpyrrol-4-yl)thiazol-2-yl]guanidine hydrobromide), [OH-].[K+] (potassium hydroxide). The solvent is CO (methanol). Product: CC=1NC=C(C1)C=1N=C(SC1)NC(=N)N (N-[4-(2-Methylpyrrol-4-yl)thiazol-2-yl]guanidine). Isolated yield 95.8%. Reaction SMILES: Br.[CH3:2][C:3]1[N:4](S(C2C=CC=CC=2)(=O)=O)[CH:5]=[C:6]([C:8]2[N:9]=[C:10]([NH:13][C:14]([NH2:16])=[NH:15])[S:11][CH:12]=2)[CH:7]=1.[OH-].[K+]>CO>[CH3:2][C:3]1[NH:4][CH:5]=[C:6]([C:8]2[N:9]=[C:10]([NH:13][C:14]([NH2:16])=[NH:15])[S:11][CH:12]=2)[CH:7]=1 |f:0.1,2.3|. Procedure details: A mixture of 12.1 g (25 mmole) of N-[4-(2-methyl-1-phenylsulfonylpyrrol-4-yl)thiazol-2-yl]guanidine hydrobromide, 12.1 g 85% potassium hydroxide and 400 ml methanol was heated at reflux for 18 hours. The mixture was cooled, evaporated to dryness, and the residue triturated with water. The resulting precipitate was collected, washed with water, and dried in vacuo to give 5.3 g (96%) of the product as its free base; m.p. 235°-237° C. Reactants: C(C)OC(C1=C(C(=NC=C1)C)Cl)=O (3-chloro-2-methylisonicotinic acid ethyl ester), C1(CC1)B(O)O (cyclopropylboronic acid). Product: C(C)OC(C1=C(C(=NC=C1)C1CC1)Cl)=O (3-chloro-2-cyclopropylisonicotinic acid ethyl ester). RXN SMILES: [CH2:1]([O:3][C:4](=[O:13])[C:5]1[CH:10]=[CH:9][N:8]=[C:7]([CH3:11])[C:6]=1[Cl:12])[CH3:2].[CH:14]1(B(O)O)C[CH2:15]1>>[CH2:1]([O:3][C:4](=[O:13])[C:5]1[CH:10]=[CH:9][N:8]=[C:7]([CH:11]2[CH2:15][CH2:14]2)[C:6]=1[Cl:12])[CH3:2]. Procedure details: This compound was prepared using a method analogous to that of 3-chloro-2-methylisonicotinic acid ethyl ester (A.2.5.2), cyclopropylboronic acid replacing trimethylboroxine. Purification by CC (KP-SIL™ from Biotage) using Hept/EtOAc (9/1) gives the desired product as colorless oil;